Task: describe an organic reaction: reactants, conditions, products, and yield. Dataset: the Open Reaction Database (ORD), a public repository of structured organic reaction records Starting materials: ClC(=O)OC (Methyl chloroformate), FC1=CC=C(C=C1)C1=C(C=C(S1)N)C1=CC=C(C=C1)S(=O)(=O)C (5-(4-fluorophenyl)-4-[4-(methylsulfonyl)phenyl]-2-thiophenamine), N1=CC=CC=C1 (pyridine). Run in C(C)(=O)OCC (ethyl acetate), C(C)#N (acetonitrile), C(C)#N (acetonitrile), O1CCCC1 (tetrahydrofuran). Conditions: temperature 5 celsius, time 1 hour. The product is FC1=CC=C(C=C1)C1=C(C=C(S1)NC(OC)=O)C1=CC=C(C=C1)S(=O)(=O)C (methyl N-{5-(4-fluorophenyl)-4-[4-(methylsulfonyl)phenyl]-2-thienyl}carbamate). As a reaction SMILES: Cl[C:2]([O:4][CH3:5])=[O:3].[F:6][C:7]1[CH:12]=[CH:11][C:10]([C:13]2[S:17][C:16]([NH2:18])=[CH:15][C:14]=2[C:19]2[CH:24]=[CH:23][C:22]([S:25]([CH3:28])(=[O:27])=[O:26])=[CH:21][CH:20]=2)=[CH:9][CH:8]=1.N1C=CC=CC=1>C(#N)C.O1CCCC1.C(OCC)(=O)C>[F:6][C:7]1[CH:8]=[CH:9][C:10]([C:13]2[S:17][C:16]([NH:18][C:2](=[O:3])[O:4][CH3:5])=[CH:15][C:14]=2[C:19]2[CH:24]=[CH:23][C:22]([S:25]([CH3:28])(=[O:27])=[O:26])=[CH:21][CH:20]=2)=[CH:11][CH:12]=1. Reported procedure: Methyl chloroformate (0.23 ml) in acetonitrile (1 ml) was added dropwise to a stirred solution of 5-(4-fluorophenyl)-4-[4-(methylsulfonyl)phenyl]-2-thiophenamine (1.1 g) and pyridine (0.24 ml) in acetonitrile (8 ml) and tetrahydrofuran (10 ml) at -20° C. The mixture was stirred at 5° C. for 1 hour, diluted with ethyl acetate, washed with water, dried, and concentrated. The residue was purified by column chromatography on silica gel (30 g) eluting with a mixture of toluene and ethyl acetate (10:1...